From a dataset of the Open Reaction Database (ORD), a public repository of structured organic reaction records. describe an organic reaction: reactants, conditions, products, and yield The reactants are BrCCCC(=O)OCC (ethyl 4-bromobutyrate), C([O-])([O-])=O.[K+].[K+] (potassium carbonate), FC=1C=C(C#N)C=CC1O (3-fluoro-4-hydroxybenzonitrile). Solvent: CCOC(=O)C (EtOAc), CN(C)C=O (DMF). Run at temperature 80 celsius. The product is C(#N)C1=CC(=C(OCCCC(=O)OCC)C=C1)F (Ethyl 4-(4-cyano-2-fluorophenoxy)butanoate). Isolated yield 97.1%. RXN SMILES: [F:1][C:2]1[CH:3]=[C:4]([CH:7]=[CH:8][C:9]=1[OH:10])[C:5]#[N:6].Br[CH2:12][CH2:13][CH2:14][C:15]([O:17][CH2:18][CH3:19])=[O:16].C(=O)([O-])[O-].[K+].[K+]>CN(C=O)C.CCOC(C)=O>[C:5]([C:4]1[CH:7]=[CH:8][C:9]([O:10][CH2:12][CH2:13][CH2:14][C:15]([O:17][CH2:18][CH3:19])=[O:16])=[C:2]([F:1])[CH:3]=1)#[N:6] |f:2.3.4|. Procedure details: 3-fluoro-4-hydroxybenzonitrile (ABCR F03756F.AB, 2 g; 14.59 mmol; 1 eq.) was dissolved in DMF (40 mL). Then ethyl 4-bromobutyrate (4.27 g; 21.88 mmol; 1.50 eq.) and potassium carbonate (3.02 g; 21.88 mmol; 1.50 eq.) were added to the reaction mixture and it was heated to 80° C. for 2 hours. The reaction mixture was cooled to RT and diluted with EtOAc. The organic layer was washed with water (3×), brine, dried over MgSO4 and concentrated affording the title compound as a yellow solid (3.56 g, 97%...